Dataset: the Open Reaction Database (ORD), a public repository of structured organic reaction records. Task: describe an organic reaction: reactants, conditions, products, and yield Starting materials: N(O)=C(CCCCCNC1=CC=C(C(=O)OCC)C=C1)CCCCCCCCCC (ethyl 4-(6-oximinohexadecylamino)benzoate), [OH-].[K+] (potassium hydroxide), C(C)O (ethanol). The solvent is O (water). Product: N(O)=C(CCCCCNC1=CC=C(C(=O)O)C=C1)CCCCCCCCCC (4-(6-oximinohexadecylamino)benzoic acid). Reaction SMILES: [N:1](=[C:3]([CH2:21][CH2:22][CH2:23][CH2:24][CH2:25][CH2:26][CH2:27][CH2:28][CH2:29][CH3:30])[CH2:4][CH2:5][CH2:6][CH2:7][CH2:8][NH:9][C:10]1[CH:20]=[CH:19][C:13]([C:14]([O:16]CC)=[O:15])=[CH:12][CH:11]=1)[OH:2].[OH-].[K+].C(O)C>O>[N:1](=[C:3]([CH2:21][CH2:22][CH2:23][CH2:24][CH2:25][CH2:26][CH2:27][CH2:28][CH2:29][CH3:30])[CH2:4][CH2:5][CH2:6][CH2:7][CH2:8][NH:9][C:10]1[CH:11]=[CH:12][C:13]([C:14]([OH:16])=[O:15])=[CH:19][CH:20]=1)[OH:2] |f:1.2|. Procedure details: A solution of the ethyl 4-(6-oximinohexadecylamino)benzoate, 1.0 g. of potassium hydroxide and 15 ml. of ethanol in 15 ml. of water is stirred under reflux for 2 hours, evaporated, and then treated with 15 ml. of water and 2.3 ml. of concentrated hydrochloric acid. The mixture is extracted with methylene chloride and the dried extract is evaporated. Crystallization from ethanol-water affords the product as a white solid.